The task is: describe an organic reaction: reactants, conditions, products, and yield. This data is from the Open Reaction Database (ORD), a public repository of structured organic reaction records. Reactants: BrC1=C(C=C(C(=C1)CC1=CC=C(C=C1)CC)Cl)CBr (1-bromo-2-(bromomethyl)-4-chloro-5-(4-ethylbenzyl)benzene), [OH-].[Na+] (NaOH), C(CC#C)O (but-3-yn-1-ol). The reagents and catalysts are CCCC[N+](CCCC)(CCCC)CCCC.[I-] (TBAI). Solvent: C1(=CC=CC=C1)C (toluene), O (water). Reaction conditions: temperature 70 celsius, time 8 hour. Yields the product BrC1=C(C=C(C(=C1)CC1=CC=C(C=C1)CC)Cl)COCCC#C (1-bromo-2-((but-3-ynyloxy)methyl)-4-chloro-5-(4-ethylbenzyl)benzene). The yield is 49.3%. Reaction SMILES: [Br:1][C:2]1[CH:7]=[C:6]([CH2:8][C:9]2[CH:14]=[CH:13][C:12]([CH2:15][CH3:16])=[CH:11][CH:10]=2)[C:5]([Cl:17])=[CH:4][C:3]=1[CH2:18]Br.[OH-].[Na+].[CH2:22]([OH:26])[CH2:23][C:24]#[CH:25]>C1(C)C=CC=CC=1.CCCC[N+](CCCC)(CCCC)CCCC.[I-].O>[Br:1][C:2]1[CH:7]=[C:6]([CH2:8][C:9]2[CH:14]=[CH:13][C:12]([CH2:15][CH3:16])=[CH:11][CH:10]=2)[C:5]([Cl:17])=[CH:4][C:3]=1[CH2:18][O:26][CH2:22][CH2:23][C:24]#[CH:25] |f:1.2,5.6|. Reported procedure: To a solution of 1-bromo-2-(bromomethyl)-4-chloro-5-(4-ethylbenzyl)benzene (200 mg, 0.497 mmol) in toluene (2 mL) was added NaOH (60 mg, 1.5 mmol), but-3-yn-1-ol (53 mg, 1.17 mmol) and TBAI (8.5 mg, 0.023 mmol) successively. After stirring overnight at 70° C., the solution was diluted with water. The solution was extracted with ethyl acetate and the extracts were washed with a saturated solution of NH4Cl, followed by drying over Na2SO4. The solution was concentrated and the resulting residue was...